From a dataset of the Open Reaction Database (ORD), a public repository of structured organic reaction records. describe an organic reaction: reactants, conditions, products, and yield Starting materials: CC(C)(C)OC(=O)Nc1cc(N2CCOC2=O)c(I)cc1[N+](=O)[O-], CC(C)(C)OC(=O)Nc1cc(NCCO)c(I)cc1[N+](=O)[O-], O=C(n1ccnc1)n1ccnc1, CN(C)c1ccncc1, C1COCCO1, OB(O)c1ccc(F)cc1, c1ccncc1. Yields the product CC(C)(C)OC(=O)Nc1cc(N2CCOC2=O)c(-c2ccc(F)cc2)cc1[N+](=O)[O-]. As a reaction SMILES: [C:1]([CH3:2])([CH3:3])([CH3:4])[O:5][C:6]([NH:7][c:8]1[c:9]([N+:21](=[O:22])[O-:23])[cH:10][c:11]([I:20])[c:12]([N:14]2[C:15](=[O:19])[O:16][CH2:17][CH2:18]2)[cH:13]1)=[O:24].[C:25]([O:26][C:27](=[O:28])[NH:29][c:30]1[cH:31][c:32]([NH:33][CH2:34][CH2:35][OH:36])[c:37]([I:38])[cH:39][c:40]1[N+:41]([O-:42])=[O:43])([CH3:44])([CH3:45])[CH3:46].[C:47]([n:48]1[cH:49][cH:50][n:51][cH:52]1)([n:53]1[cH:54][cH:55][n:56][cH:57]1)=[O:58].[CH3:81][N:82]([c:83]1[cH:84][cH:85][n:86][cH:87][cH:88]1)[CH3:89].[O:69]1[CH2:70][CH2:71][O:72][CH2:73][CH2:74]1.[OH:59][B:60]([OH:61])[c:62]1[cH:63][cH:64][c:65]([F:66])[cH:67][cH:68]1.[cH:75]1[cH:76][cH:77][n:78][cH:79][cH:80]1>>[C:1]([CH3:2])([CH3:3])([CH3:4])[O:5][C:6]([NH:7][c:8]1[c:9]([N+:21](=[O:22])[O-:23])[cH:10][c:11](-[c:62]2[cH:63][cH:64][c:65]([F:66])[cH:67][cH:68]2)[c:12]([N:14]2[C:15](=[O:19])[O:16][CH2:17][CH2:18]2)[cH:13]1)=[O:24]. The reactants are ClC1=C2C3=C(N4C2=C(C=C1)CCN(CC4)C)CCC3 (8-chloro-3-methyl-2,3,4,5,10,11-hexahydro-1H,9H-cyclopenta[b][1,4]diazocino[7,8,1-hi]indole), C(#N)[BH3-].[Na+] (sodium cyanoborohydride). Solvent: C(C)(=O)O (acetic acid). Conditions: time 2 hour. The product is ClC1=C2C3C(N4C2=C(C=C1)CCN(CC4)C)CCC3 (8-Chloro-3-methyl-2,3,4,5,9,10,11,11a-octahydro-1H,8bH-cyclopenta[b][1,4]diazocino[7,8,1-hi]indole). Yield: 64.3%. As a reaction SMILES: [Cl:1][C:2]1[CH:10]=[CH:9][C:8]2[CH2:11][CH2:12][N:13]([CH3:16])[CH2:14][CH2:15][N:6]3[C:7]=2[C:3]=1[C:4]1[CH2:19][CH2:18][CH2:17][C:5]=13.C([BH3-])#N.[Na+]>C(O)(=O)C>[Cl:1][C:2]1[CH:10]=[CH:9][C:8]2[CH2:11][CH2:12][N:13]([CH3:16])[CH2:14][CH2:15][N:6]3[C:7]=2[C:3]=1[CH:4]1[CH2:19][CH2:18][CH2:17][CH:5]13 |f:1.2|. Procedure details: To a solution of 8-chloro-3-methyl-2,3,4,5,10,11-hexahydro-1H,9H-cyclopenta[b][1,4]diazocino[7,8,1-hi]indole (0.20 g, 0.73 mmole) in acetic acid (50 mL) was added sodium cyanoborohydride (0.45 g, 6.80 mmole) and the reaction mixture was stirred at room temperature for 2 hours. The solvent was removed in vacuo and the residue was diluted with methylene chloride (200 mL) and washed with aqueous sodium hydroxide (1N, 150 mL), saturated sodium chloride (150 mL), dried (sodium sulfate) and concentrat... Starting materials: CC(C)(C)[Si](C)(C)OCCBr, [Li]CCCC, C1CCOC1, O=C1N(Cc2cccc(F)c2)c2ccccc2C12CCCCC2. Product: CC(C)(C)[Si](C)(C)OCCC(c1cccc(F)c1)N1C(=O)C2(CCCCC2)c2ccccc21. RXN SMILES: [Br:29][CH2:30][CH2:31][O:32][Si:33]([CH3:34])([CH3:35])[C:36]([CH3:37])([CH3:38])[CH3:39].[CH2:24]([Li:25])[CH2:26][CH2:27][CH3:28].[CH2:40]1[O:41][CH2:42][CH2:43][CH2:44]1.[F:1][c:2]1[cH:3][c:4]([CH2:5][N:6]2[C:7](=[O:20])[C:8]3([CH2:9][CH2:10][CH2:11][CH2:12][CH2:13]3)[c:14]3[cH:15][cH:16][cH:17][cH:18][c:19]32)[cH:21][cH:22][cH:23]1>>[F:1][c:2]1[cH:3][c:4]([CH:5]([N:6]2[C:7](=[O:20])[C:8]3([CH2:9][CH2:10][CH2:11][CH2:12][CH2:13]3)[c:14]3[cH:15][cH:16][cH:17][cH:18][c:19]32)[CH2:30][CH2:31][O:32][Si:33]([CH3:34])([CH3:35])[C:36]([CH3:37])([CH3:38])[CH3:39])[cH:21][cH:22][cH:23]1.